This data is from the Open Reaction Database (ORD), a public repository of structured organic reaction records. The task is: describe an organic reaction: reactants, conditions, products, and yield Starting materials: CC=1NC2=CC=CC=C2C1C(=O)OC (methyl 2-methyl-1H-indole-3-carboxylate), BrC(C(=O)N1CCCC1)C (2-bromo-1-(pyrrolidin-1-yl)propan-1-one), C([O-])([O-])=O.[Cs+].[Cs+] (cesium carbonate). Run in CN(C=O)C (N,N-dimethylformamide). Run at temperature 100 celsius. The product is CC=1N(C2=CC=CC=C2C1C(=O)OC)C(C(N1CCCC1)=O)C (methyl 2-methyl-1-(1-oxo-1-(pyrrolidin-1-yl)propan-2-yl)-1H-indole-3-carboxylate). Yield: 61.2%. RXN SMILES: [CH3:1][C:2]1[NH:3][C:4]2[C:9]([C:10]=1[C:11]([O:13][CH3:14])=[O:12])=[CH:8][CH:7]=[CH:6][CH:5]=2.Br[CH:16]([CH3:24])[C:17]([N:19]1[CH2:23][CH2:22][CH2:21][CH2:20]1)=[O:18].C(=O)([O-])[O-].[Cs+].[Cs+]>CN(C)C=O>[CH3:1][C:2]1[N:3]([CH:16]([CH3:24])[C:17](=[O:18])[N:19]2[CH2:23][CH2:22][CH2:21][CH2:20]2)[C:4]2[C:9]([C:10]=1[C:11]([O:13][CH3:14])=[O:12])=[CH:8][CH:7]=[CH:6][CH:5]=2 |f:2.3.4|. Procedure: To a solution of methyl 2-methyl-1H-indole-3-carboxylate (0.52 mmol, 0.1 g) in N,N-dimethylformamide (5 mL), 2-bromo-1-(pyrrolidin-1-yl)propan-1-one (0.52 mmol, 0.137 mg) and cesium carbonate (1.05 mmol, 384 mg) was added. The reaction mixture was heated at 100° C. for 12 hours. LC-MS showed the start material was consumed. The solvent was evaporated and the residue was washed with water (10 ml), extracted with dichloromethane (20 ml). The organic layer was separated, concentrated to give a resi... Starting materials: BrC1=C(C=CC(=C1)Br)C(=O)N1CCN(CC1)C1=NC=C(C=C1C)C ((2,4-dibromophenyl) [4-(3,5-dimethylpyridin-2-yl)piperazin-1-yl]methanone), C(C)(=O)N1C(NCC1)=O (1-acetylimidazolidin-2-one). Yields the product O=C1N(CCN1)C1=C(C=CC(=C1)N1C(NCC1)=O)C(=O)N1CCN(CC1)C1=NC=C(C=C1C)C ([2,4-bis(2-oxoimidazolidin-1-yl)phenyl][4-(3,5-dimethylpyridin-2-yl)piperazin-1-yl]methanone). Isolated yield 26.9%. As a reaction SMILES: Br[C:2]1[CH:7]=[C:6](Br)[CH:5]=[CH:4][C:3]=1[C:9]([N:11]1[CH2:16][CH2:15][N:14]([C:17]2[C:22]([CH3:23])=[CH:21][C:20]([CH3:24])=[CH:19][N:18]=2)[CH2:13][CH2:12]1)=[O:10].C([N:28]1[CH2:32][CH2:31][NH:30][C:29]1=[O:33])(=O)C>>[O:33]=[C:29]1[NH:30][CH2:31][CH2:32][N:28]1[C:2]1[CH:7]=[C:6]([N:30]2[CH2:31][CH2:32][NH:28][C:29]2=[O:33])[CH:5]=[CH:4][C:3]=1[C:9]([N:11]1[CH2:16][CH2:15][N:14]([C:17]2[C:22]([CH3:23])=[CH:21][C:20]([CH3:24])=[CH:19][N:18]=2)[CH2:13][CH2:12]1)=[O:10]. Procedure: Using (2,4-dibromophenyl) [4-(3,5-dimethylpyridin-2-yl)piperazin-1-yl]methanone (258 mg) described in Preparation Example 237 and 1-acetylimidazolidin-2-one (219 mg) and by the reaction and treatment in the same manner as in Example 638, the title compound (71 mg) was obtained. Yields the product O=C1C(CCC1)CC1C(CCCC1)=O (2-(oxo-cyclopentyl)methyl cyclohexanone), ( 6 ). Reactants: CN(C)CC1C(CCCC1)=O (2-(dimethylaminomethyl)-cyclohexanone), C1(CCCC1)=O (cyclopentanone). As a reaction SMILES: CN([CH2:4][CH:5]1[CH2:10][CH2:9][CH2:8][CH2:7][C:6]1=[O:11])C.[C:12]1(=[O:17])[CH2:16][CH2:15][CH2:14][CH2:13]1>>[O:17]=[C:12]1[CH2:16][CH2:15][CH2:14][CH:13]1[CH2:4][CH:5]1[CH2:10][CH2:9][CH2:8][CH2:7][C:6]1=[O:11]. Yield: 80.0%. Reported procedure: 2-(oxo-cyclopentyl)methyl cyclohexanone is prepared from 2-(dimethylaminomethyl)-cyclohexanone and cyclopentanone according to the method described in Ann.Chim., 1963, 53 (6), 819 and is isolated as a colourless oil in 80% yield b.p. 92°/0.05 mm. 5,6,7,8-Tetrahydro-2,3-dihydro-1H-cyclopenta[b]quinoline is prepared from 2-(2-oxocyclopentyl)methylcyclohexanone according to the method described in Ann.Chim., 1963, 53, (6), 819 and is isolated in 65% yield as a colourless oil b.p. 80°/0.05 mm. The h... Starting materials: Cc1ccccc1-c1ccc(C=O)cc1, NC1CCCc2ccccc21. Yields the product Cc1ccccc1-c1ccc(CNC2CCCc3ccccc32)cc1. RXN SMILES: [CH3:1][c:2]1[c:3](-[c:8]2[cH:9][cH:10][c:11]([CH:14]=[O:15])[cH:12][cH:13]2)[cH:4][cH:5][cH:6][cH:7]1.[CH:16]1([NH2:26])[CH2:17][CH2:18][CH2:19][c:20]2[cH:21][cH:22][cH:23][cH:24][c:25]21>>[CH3:1][c:2]1[c:3](-[c:8]2[cH:9][cH:10][c:11]([CH2:14][NH:26][CH:16]3[CH2:17][CH2:18][CH2:19][c:20]4[cH:21][cH:22][cH:23][cH:24][c:25]43)[cH:12][cH:13]2)[cH:4][cH:5][cH:6][cH:7]1. The reactants are COCCOC=1C=C2C=C(NC2=C(C1)N(S(=O)(=O)C1=NC=CC=C1)C)C=1SC(CN1)(CN1CCSCC1)C (N-{5-(2-methoxyethoxy)-2-[5-methyl-5-(thiomorpholinomethyl)-4,5-dihydro-1,3-thiazol-2-yl]-1H-indol-7-yl}-N-methylpyridine-2-sulfonamide), O1CCCC1 (tetrahydrofuran), S(=O)([O-])[O-].[Na+].[Na+] (sodium sulfite), OOS(=O)[O-].[K+] (OXONE). Run in O (water), C(C)O (ethanol). Product: COCCOC=1C=C2C=C(NC2=C(C1)N(S(=O)(=O)C1=NC=CC=C1)C)C=1SC(CN1)(CN1CCS(CC1)=O)C (N-[5-(2-methoxyethoxy)-2-{5-methyl-5-[(1-oxidothiomorpholino)methyl]-4,5-dihydro-1,3-thiazol-2-yl}-1H-indol-7-yl]-N-methylpyridine-2-sulfonamide). Yield: 99.0%. RXN SMILES: [CH3:1][O:2][CH2:3][CH2:4][O:5][C:6]1[CH:7]=[C:8]2[C:12](=[C:13]([N:15]([CH3:25])[S:16]([C:19]3[CH:24]=[CH:23][CH:22]=[CH:21][N:20]=3)(=[O:18])=[O:17])[CH:14]=1)[NH:11][C:10]([C:26]1[S:27][C:28]([CH3:38])([CH2:31][N:32]3[CH2:37][CH2:36][S:35][CH2:34][CH2:33]3)[CH2:29][N:30]=1)=[CH:9]2.[O:39]1CCCC1.OOS([O-])=O.[K+].S([O-])([O-])=O.[Na+].[Na+]>O.C(O)C>[CH3:1][O:2][CH2:3][CH2:4][O:5][C:6]1[CH:7]=[C:8]2[C:12](=[C:13]([N:15]([CH3:25])[S:16]([C:19]3[CH:24]=[CH:23][CH:22]=[CH:21][N:20]=3)(=[O:18])=[O:17])[CH:14]=1)[NH:11][C:10]([C:26]1[S:27][C:28]([CH3:38])([CH2:31][N:32]3[CH2:37][CH2:36][S:35](=[O:39])[CH2:34][CH2:33]3)[CH2:29][N:30]=1)=[CH:9]2 |f:2.3,4.5.6|. Procedure: To a mixture of N-{5-(2-methoxyethoxy)-2-[5-methyl-5-(thiomorpholinomethyl)-4,5-dihydro-1,3-thiazol-2-yl]-1H-indol-7-yl}-N-methylpyridine-2-sulfonamide (253 mg), tetrahydrofuran (5 mL), ethanol (5 mL) and water (5 mL) was added OXONE (registered trade mark, 160 mg) at room temperature, and the mixture was added at room temperature for 2 hr. 10% Aqueous sodium sulfite solution was added, and the mixture was concentrated to dryness. The residue was diluted with ethyl acetate, tetrahydrofuran and w... The reactants are BrC1=C(OC2=C1C=C(C=C2)CC=2C(=NN(C2COC)CC(F)(F)F)CCCC)C2=C(C=CC=C2)C=2N=NN(N2)C(C2=CC=CC=C2)(C2=CC=CC=C2)C2=CC=CC=C2 (5-[2-[3-Bromo-5-[[3-butyl-5-(methoxymethyl)-1-(2,2,2-trifluoroethyl)-1H-pyrazol-4-yl]methyl]-2-benzofuranyl]phenyl]-2-(triphenylmethyl)-2H-tetrazole), 1-Camphor sulphonic acid. Run in CO (methanol), ClCCl (dichloromethane). Reaction conditions: time 48 hour. The product is BrC1=C(OC2=C1C=C(C=C2)CC=2C(=NN(C2COC)CC(F)(F)F)CCCC)C2=C(C=CC=C2)C2=NN=NN2 (5-[2-[3-Bromo-5-[[3-butyl-5-(methoxymethyl)-1-(2,2,2-trifluoroethyl)-1H-pyrazol-4-yl]methyl]-2-benzofuranyl]phenyl]-1H-tetrazole). Yield: 28.8%. Reaction SMILES: [Br:1][C:2]1[C:6]2[CH:7]=[C:8]([CH2:11][C:12]3[C:13]([CH2:25][CH2:26][CH2:27][CH3:28])=[N:14][N:15]([CH2:20][C:21]([F:24])([F:23])[F:22])[C:16]=3[CH2:17][O:18][CH3:19])[CH:9]=[CH:10][C:5]=2[O:4][C:3]=1[C:29]1[CH:34]=[CH:33][CH:32]=[CH:31][C:30]=1[C:35]1[N:36]=[N:37][N:38](C(C2C=CC=CC=2)(C2C=CC=CC=2)C2C=CC=CC=2)[N:39]=1>CO.ClCCl>[Br:1][C:2]1[C:6]2[CH:7]=[C:8]([CH2:11][C:12]3[C:13]([CH2:25][CH2:26][CH2:27][CH3:28])=[N:14][N:15]([CH2:20][C:21]([F:23])([F:22])[F:24])[C:16]=3[CH2:17][O:18][CH3:19])[CH:9]=[CH:10][C:5]=2[O:4][C:3]=1[C:29]1[CH:34]=[CH:33][CH:32]=[CH:31][C:30]=1[C:35]1[NH:39][N:38]=[N:37][N:36]=1. Procedure details: dl-1-Camphor sulphonic acid (67 mg) was added to a solution of Intermediate 14a (268 mg) in methanol (5 ml) and dichloromethane (2 ml). The mixture was stirred at room temperature for 48 h. The solvent was evaporated and the residue purified by flash column chromatography eluting with System G (100:100:1) to give the title compound as a colourless foam (55 mg) after azeotroping with heptane to remove acetic acid.